Task: describe an organic reaction: reactants, conditions, products, and yield. Dataset: the Open Reaction Database (ORD), a public repository of structured organic reaction records Starting materials: C(C1=CC=CC=C1)OCN1C(N(C(C1=O)C)C1=CC(=C(C=C1)C(=O)N1CCN(CC1)C1=NC=C(C=C1C)C1CC1)F)=O (3-Benzyloxymethyl-1-{4-[4-(5-cyclopropyl-3-methylpyridin-2-yl)piperazine-1-carbonyl]-3-fluorophenyl}-5-methylimidazolidine-2,4-dione), C(=O)O (formic acid). Reagents/catalysts: [C].[Pd] (palladium carbon). Run in CO (methanol). Yields the product C1(CC1)C=1C=C(C(=NC1)N1CCN(CC1)C(=O)C1=C(C=C(C=C1)N1C(NC(C1C)=O)=O)F)C (1-{4-[4-(5-cyclopropyl-3-methylpyridin-2-yl)piperazine-1-carbonyl]-3-fluorophenyl}-5-methylimidazolidine-2,4-dione). The yield is 18.8%. Reaction SMILES: C(OC[N:10]1[C:14](=[O:15])[CH:13]([CH3:16])[N:12]([C:17]2[CH:22]=[CH:21][C:20]([C:23]([N:25]3[CH2:30][CH2:29][N:28]([C:31]4[C:36]([CH3:37])=[CH:35][C:34]([CH:38]5[CH2:40][CH2:39]5)=[CH:33][N:32]=4)[CH2:27][CH2:26]3)=[O:24])=[C:19]([F:41])[CH:18]=2)[C:11]1=[O:42])C1C=CC=CC=1.C(O)=O>CO.[C].[Pd]>[CH:38]1([C:34]2[CH:35]=[C:36]([CH3:37])[C:31]([N:28]3[CH2:29][CH2:30][N:25]([C:23]([C:20]4[CH:21]=[CH:22][C:17]([N:12]5[CH:13]([CH3:16])[C:14](=[O:15])[NH:10][C:11]5=[O:42])=[CH:18][C:19]=4[F:41])=[O:24])[CH2:26][CH2:27]3)=[N:32][CH:33]=2)[CH2:40][CH2:39]1 |f:3.4|. Procedure details: 3-Benzyloxymethyl-1-{4-[4-(5-cyclopropyl-3-methylpyridin-2-yl)piperazine-1-carbonyl]-3-fluorophenyl}-5-methylimidazolidine-2,4-dione (270 mg) described in Example 536 was dissolved in methanol (20 mL), formic acid (0.36 ml) and 10% palladium carbon catalyst (108 mg) were added, and the mixture was stirred with heating under reflux for 16 hr. The reaction mixture was cooled, the catalyst was removed by celite filtration, and the solvent was evaporated. To the residue were added methanol and 0.5N ... The reactants are C(C)(=O)OCC=1CS[C@H]2N(C1C(=O)OC(C1=CC=CC=C1)C1=CC=CC=C1)C(C2NC(C(=NO)C=2N=C(SC2)NC(C2=CC=CC=C2)(C2=CC=CC=C2)C2=CC=CC=C2)=O)=O (diphenylmethyl 3-acetoxymethyl-7-[2-(2-tritylamino-4-thiazolyl)-2-hydroxyimino-acetamido]-ceph-3-eme-4-carboxylate). Run in FC(C(=O)O)(F)F (trifluoroacetic acid), C(C)(C)OC(C)C (isopropyl ether). Reaction conditions: time 15 minute. Yields the product C(C)(=O)OCC=1CS[C@H]2N(C1C(=O)O)C(C2NC(C(=NO)C=2N=C(SC2)N)=O)=O (3-acetoxymethyl-7-[2-(2-amino-4-thiazolyl)-2-hydroxyimino-acetamido]-ceph-3-eme-4-carboxylic acid). As a reaction SMILES: [C:1]([O:4][CH2:5][C:6]1[CH2:7][S:8][C@@H:9]2[CH:29]([NH:30][C:31](=[O:60])[C:32]([C:35]3[N:36]=[C:37]([NH:40]C(C4C=CC=CC=4)(C4C=CC=CC=4)C4C=CC=CC=4)[S:38][CH:39]=3)=[N:33][OH:34])[C:28](=[O:61])[N:10]2[C:11]=1[C:12]([O:14]C(C1C=CC=CC=1)C1C=CC=CC=1)=[O:13])(=[O:3])[CH3:2]>FC(F)(F)C(O)=O.C(OC(C)C)(C)C>[C:1]([O:4][CH2:5][C:6]1[CH2:7][S:8][C@@H:9]2[CH:29]([NH:30][C:31](=[O:60])[C:32]([C:35]3[N:36]=[C:37]([NH2:40])[S:38][CH:39]=3)=[N:33][OH:34])[C:28](=[O:61])[N:10]2[C:11]=1[C:12]([OH:14])=[O:13])(=[O:3])[CH3:2]. Procedure: The product of Step C was dissolved in 15 ml of pure trifluoroacetic acid and the mixture stood for 15 minutes and was then diluted with 100 ml of isopropyl ether. The mixture was stirred for 5 minutes and was vacuum filtered and the filter was rinsed with isopropyl ether. The product was dried and then dissolved in 2 ml of ethanol containing 0.2 ml of pyridine. The mixture was vacuum filtered and the recovered product was rinsed twice with ethanol to obtain the syn isomer of 3-acetoxymethyl-7-[... Reactants: intermediate 19, FC1=C(C=C(C=C1)F)O (2,5-difluoro-phenol), COC(C(CC1CCCC1)Br)=O (2-bromo-3-cyclopentyl-propionic acid methyl ester), ClC=1C(N(N=CC1Cl)C1OCCCC1)=O (4,5-dichloro-2-(tetrahydropyran-2-yl)-2H-pyridazin-3-one), ClC=1C(N(N=CC1Cl)C1OCCCC1)=O (4,5-dichloro-2-(tetrahydropyran-2-yl)-2H-pyridazin-3-one), COC(C(CC1CCCC1)Br)=O (2-bromo-3-cyclopentyl-propionic acid methyl ester). Product: C1(CCCC1)CC(C(=O)O)N1N=CC(=CC1=O)OC1=C(C=CC(=C1)F)F (3-cyclopentyl-2-[4-(2,5-difluoro-phenoxy)-6-oxo-6H-pyridazin-1-yl]-propionic acid). Isolated yield 59.0%. Reaction SMILES: Cl[C:2]1[C:3](=[O:15])[N:4](C2CCCCO2)[N:5]=[CH:6][C:7]=1Cl.[F:16][C:17]1[CH:22]=[CH:21][C:20]([F:23])=[CH:19][C:18]=1[OH:24].C[O:26][C:27](=[O:36])[CH:28](Br)[CH2:29][CH:30]1[CH2:34][CH2:33][CH2:32][CH2:31]1>>[CH:30]1([CH2:29][CH:28]([N:4]2[C:3](=[O:15])[CH:2]=[C:7]([O:24][C:18]3[CH:19]=[C:20]([F:23])[CH:21]=[CH:22][C:17]=3[F:16])[CH:6]=[N:5]2)[C:27]([OH:26])=[O:36])[CH2:34][CH2:33][CH2:32][CH2:31]1. Reported procedure: In an analogous manner to the stepwise sequence outlined in intermediate 19, starting from 4,5-dichloro-2-(tetrahydropyran-2-yl)-2H-pyridazin-3-one (Intermediate 20) and 2,5-difluoro-phenol and alkylating with 2-bromo-3-cyclopentyl-propionic acid methyl ester (Intermediate 10) afforded 3-cyclopentyl-2-[4-(2,5-difluoro-phenoxy)-6-oxo-6H-pyridazin-1-yl]-propionic acid (10.4 g, 59%) as a white solid; LC-MS 365 [M+H+]; HPLC (0.17% trifluoroacetic acid in acetonitrile/water, 50%-100% acetonitrile, gr... Reactants: [Cl-].[Na+] (sodium chloride), [N+](=O)([O-])C1=CC=C(C=C1)C=1N=C(NC1)N (4-(4-nitrophenyl)-1H-imidazole-2-ylamine), COC1=C(CCl)C=CC=C1 (2-methoxybenzyl chloride), C(=O)([O-])[O-].[Cs+].[Cs+] (Cs2CO3). Solvent: CN(C=O)C (dimethylformamide). Reaction conditions: time 18 hour. Product: COC1=C(CN2C(=NC(=C2)C2=CC=C(C=C2)[N+](=O)[O-])N)C=CC=C1 (1-(2-Methoxybenzyl)-4-(4-nitrophenyl)-1H-imidazole-2-ylamine). Reaction SMILES: [N+:1]([C:4]1[CH:9]=[CH:8][C:7]([C:10]2[N:11]=[C:12]([NH2:15])[NH:13][CH:14]=2)=[CH:6][CH:5]=1)([O-:3])=[O:2].[CH3:16][O:17][C:18]1[CH:25]=[CH:24][CH:23]=[CH:22][C:19]=1[CH2:20]Cl.C([O-])([O-])=O.[Cs+].[Cs+].[Cl-].[Na+]>CN(C)C=O>[CH3:16][O:17][C:18]1[CH:25]=[CH:24][CH:23]=[CH:22][C:19]=1[CH2:20][N:13]1[CH:14]=[C:10]([C:7]2[CH:6]=[CH:5][C:4]([N+:1]([O-:3])=[O:2])=[CH:9][CH:8]=2)[N:11]=[C:12]1[NH2:15] |f:2.3.4,5.6|. Procedure: A mixture of 4-(4-nitrophenyl)-1H-imidazole-2-ylamine (0.9 g, 4.4 mmol), 2-methoxybenzyl chloride (0.69 g, 4.4 mmol), and Cs2CO3 (1.6 g, 4.9 mmol) in dimethylformamide was stirred for 18 hr at room temperature. The batch was combined with 50% sodium chloride solution and extracted with ethyl acetate. The organic phase was washed several times with water and saturated sodium chloride solution and concentrated, and the residue was purified on silica gel using methylene chloride/methanol 50:1 (100 ... Reactants: COC1=CC=C(C=C1)B(O)O (4-methoxyphenylboronic acid), C([O-])([O-])=O.[Na+].[Na+] (sodium carbonate), C(C1=CC=CC=C1)N1CC2C(=CCC(C2(C1)C(=O)OC)(C1=CC=CC=C1)C)I (methyl (3aRS,4SR,7aRS)-2-benzyl-7-iodo-4-methyl-4-phenyl-2,3,3a,4,5,7a-hexahydro-1H-isoindole-3a-carboxylate). Reagents/catalysts: C=1C=CC(=CC1)[P](C=2C=CC=CC2)(C=3C=CC=CC3)[Pd]([P](C=4C=CC=CC4)(C=5C=CC=CC5)C=6C=CC=CC6)([P](C=7C=CC=CC7)(C=8C=CC=CC8)C=9C=CC=CC9)[P](C=1C=CC=CC1)(C=1C=CC=CC1)C=1C=CC=CC1 (tetrakis(triphenylphosphine)palladium). Run in CO (methanol), C1(=CC=CC=C1)C (toluene). The product is C(C1=CC=CC=C1)N1CC2C(=CCC(C2(C1)C(=O)OC)(C1=CC=CC=C1)C)C1=CC=C(C=C1)OC (methyl (3aRS,4SR,7aRS)-2-benzyl-7-(4-methoxyphenyl)-4-methyl-4-phenyl-2,3,3a,4,5,7a-hexahydro-1H-isoindole-3a-carboxylate). Isolated yield 51.7%. Reaction SMILES: [CH3:1][O:2][C:3]1[CH:8]=[CH:7][C:6](B(O)O)=[CH:5][CH:4]=1.C(=O)([O-])[O-].[Na+].[Na+].[CH2:18]([N:25]1[CH2:33][C:32]2([C:34]([O:36][CH3:37])=[O:35])[CH:27]([C:28](I)=[CH:29][CH2:30][C:31]2([CH3:44])[C:38]2[CH:43]=[CH:42][CH:41]=[CH:40][CH:39]=2)[CH2:26]1)[C:19]1[CH:24]=[CH:23][CH:22]=[CH:21][CH:20]=1>CO.C1(C)C=CC=CC=1.C1C=CC([P]([Pd]([P](C2C=CC=CC=2)(C2C=CC=CC=2)C2C=CC=CC=2)([P](C2C=CC=CC=2)(C2C=CC=CC=2)C2C=CC=CC=2)[P](C2C=CC=CC=2)(C2C=CC=CC=2)C2C=CC=CC=2)(C2C=CC=CC=2)C2C=CC=CC=2)=CC=1>[CH2:18]([N:25]1[CH2:33][C:32]2([C:34]([O:36][CH3:37])=[O:35])[CH:27]([C:28]([C:6]3[CH:7]=[CH:8][C:3]([O:2][CH3:1])=[CH:4][CH:5]=3)=[CH:29][CH2:30][C:31]2([CH3:44])[C:38]2[CH:39]=[CH:40][CH:41]=[CH:42][CH:43]=2)[CH2:26]1)[C:19]1[CH:20]=[CH:21][CH:22]=[CH:23][CH:24]=1 |f:1.2.3,^1:58,60,79,98|. Reported procedure: A solution of 20.1 g (0.132 mol) of 4-methoxyphenylboronic acid in 580 cm3 of methanol and 1170 cm3 of a 2N aqueous sodium carbonate solution were successively added to a solution of 58.6 g (0.12 mol) of methyl (3aRS,4SR,7aRS)-2-benzyl-7-iodo-4-methyl-4-phenyl-2,3,3a,4,5,7a-hexahydro-1H-isoindole-3a-carboxylate and of 7 g of tetrakis(triphenylphosphine)palladium in 30 cm3 of toluene and then the mixture was brought to reflux for twenty-four hours. After returning to a temperature in the region o...